From a dataset of the Open Reaction Database (ORD), a public repository of structured organic reaction records. describe an organic reaction: reactants, conditions, products, and yield Starting materials: ClC=1C=C2CCC(=CC2=CC1)N1CCCC1 (1-(6-chloro-3,4-dihydro-2-naphthyl)pyrrolidine), C(C=C)(=O)N (acrylamide). The solvent is C(C)O (ethanol). Product: ClC1=CC2=C(C=3CCC(NC3CC2)=O)C=C1 (8-chloro-1,4,5,6-tetrahydrobenzo[f]-quinolin-3(2H)-one). As a reaction SMILES: [Cl:1][C:2]1[CH:3]=[C:4]2[C:9](=[CH:10][CH:11]=1)[CH:8]=[C:7]([N:12]1[CH2:16][CH2:15][CH2:14]C1)[CH2:6][CH2:5]2.C(N)(=[O:20])C=C>C(O)C>[Cl:1][C:2]1[CH:11]=[CH:10][C:9]2[C:8]3[CH2:14][CH2:15][C:16](=[O:20])[NH:12][C:7]=3[CH2:6][CH2:5][C:4]=2[CH:3]=1. Procedure details: 701 g (3 mol) of 1-(6-chloro-3,4-dihydro-2-naphthyl)pyrrolidine and 640 g (19 mol) of acrylamide in 7 ml of ethanol were boiled under reflux for 3 days with the addition of 70 g of Amberlite IR200. The separated solid was filtered off. Extractive crystallization with dioxan gave 8-chloro-1,4,5,6-tetrahydrobenzo[f]-quinolin-3(2H)-one of melting point 228°-230° C. Reactants: ClC=1C(=C(C=CC1)C(CCI)=O)F (1-(3-Chloro-2-fluorophenyl)-3-iodopropan-1-one), [I-].[Na+] (sodium iodide), Cl[Si](C)(C)C (chlorotrimethylsilane), O (water), Intermediate 16B. The solvent is C(C)#N (ACN), C(C)#N (ACN), CCOC(=O)C (EtOAc). Conditions: time 15 minute. Product: ClC=1C(=C(C=CC1)C(CCI)O)F (1-(3-Chloro-2-fluorophenyl)-3-iodopropan-1-ol), solid. Yield: 100.0%. RXN SMILES: [Cl:1][C:2]1[C:3]([F:13])=[C:4]([C:8](=[O:12])[CH2:9][CH2:10][I:11])[CH:5]=[CH:6][CH:7]=1.[I-].[Na+].Cl[Si](C)(C)C.O>C(#N)C.CCOC(C)=O>[Cl:1][C:2]1[C:3]([F:13])=[C:4]([CH:8]([OH:12])[CH2:9][CH2:10][I:11])[CH:5]=[CH:6][CH:7]=1 |f:1.2|. Procedure: 1-(3-Chloro-2-fluorophenyl)-3-iodopropan-1-one: To a solution of sodium iodide (165 mg, 1.099 mmol) in ACN (1 mL) was added chlorotrimethylsilane (0.139 mL, 1.099 mmol) dropwise. To the mixture was added water (0.016 mL, 0.916 mmol), followed by Intermediate 16B (169 mg, 0.916 mmol) in 1 mL ACN. After 15 min, the reaction mixture was diluted with EtOAc and washed with water followed by 10% Na2S2O3. The organic layer was then washed with brine and dried over MgSO4. The desired product was isolate... The solvent is N.CO (ammonia methanol). Reaction SMILES: [C:1]([CH2:3][CH:4]1[C:8]2[C:9]3[N:10]([N:13]=[C:14]([CH3:21])[C:15]=3[C:16]([O:18][CH2:19][CH3:20])=[O:17])[CH:11]=[CH:12][C:7]=2[CH2:6][CH2:5]1)#[N:2]>N.CO.[Co]>[NH2:2][CH2:1][CH2:3][CH:4]1[C:8]2[C:9]3[N:10]([N:13]=[C:14]([CH3:21])[C:15]=3[C:16]([O:18][CH2:19][CH3:20])=[O:17])[CH:11]=[CH:12][C:7]=2[CH2:6][CH2:5]1 |f:1.2|. Procedure: Ethyl 9-(cyanomethyl)-2-methyl-8,9-dihydro-7H-cyclopenta[c]pyrazolo[1,5-a]pyridine-1-carboxylate (145 mg, 0.512 mmol) and Raney cobalt (1.5 g) were suspended in 2M ammonia/methanol solution (50 mL), and the mixture was stirred under a hydrogen atmosphere at room temperature for 14 hr. The catalyst was filtered off through celite, and the filtrate was concentrated under reduced pressure to give the title compound (145 mg, yield 99%). The product is NCCC1CCC2=C1C=1N(C=C2)N=C(C1C(=O)OCC)C (ethyl 9-(2-aminoethyl)-2-methyl-8,9-dihydro-7H-cyclopenta[c]pyrazolo[1,5-a]pyridine-1-carboxylate). Reagents/catalysts: [Co] (cobalt). The reactants are C(#N)CC1CCC2=C1C=1N(C=C2)N=C(C1C(=O)OCC)C (Ethyl 9-(cyanomethyl)-2-methyl-8,9-dihydro-7H-cyclopenta[c]pyrazolo[1,5-a]pyridine-1-carboxylate). Conditions: time 14 hour. Isolated yield 98.6%. Reactants: C(C)OC(C=CC1=CC=C(C=C1)C(C)(C)C)=O (4-t-butylcinnamic acid ethyl ester). The reagents and catalysts are [Pd] (palladium/carbon). The solvent is CO (methanol), CCOCC (ether). Conditions: time 2 hour. The product is C(C)(C)(C)C1=CC=C(C=C1)CCC(=O)OCC (ethyl 3-(4-t-butylphenyl)propionate). The yield is 92.9%. As a reaction SMILES: [CH2:1]([O:3][C:4](=[O:17])[CH:5]=[CH:6][C:7]1[CH:12]=[CH:11][C:10]([C:13]([CH3:16])([CH3:15])[CH3:14])=[CH:9][CH:8]=1)[CH3:2]>CO.CCOCC.[Pd]>[C:13]([C:10]1[CH:9]=[CH:8][C:7]([CH2:6][CH2:5][C:4]([O:3][CH2:1][CH3:2])=[O:17])=[CH:12][CH:11]=1)([CH3:16])([CH3:14])[CH3:15]. Procedure: The compound 34-2 (64 mg) according to the same procedure as described in Step 1 was dissolved in methanol (10 ml) and to the solution was added a catalytic amount of 10% palladium/carbon, followed by stirring at room temperature under hydrogen gas atmosphere for 2 hours. The resulting mixture was diluted with ether, filtered through celite, and then concentrated under reduced pressure to yield the compound 34-3 (60 mg, 93%) Starting materials: CCC1C=C(C)CC(C)CC(OC)C2OC(O)(C(=O)C(=O)N3CCCCC3C(=O)OC(C(C)=CC3CCC(N=[N+]=[N-])C(Oc4ccccc4)C3)C(C)CCC1=O)C(C)CC2OC, C1CCOC1, O, c1ccc(P(c2ccccc2)c2ccccc2)cc1. Yields the product CCC1C=C(C)CC(C)CC(OC)C2OC(O)(C(=O)C(=O)N3CCCCC3C(=O)OC(C(C)=CC3CCC(N)C(Oc4ccccc4)C3)C(C)CCC1=O)C(C)CC2OC. Reaction SMILES: [CH2:1]([CH3:2])[CH:3]1[C:4](=[O:62])[CH2:5][CH2:6][CH:7]([CH3:61])[CH:8]([C:42](=[CH:43][CH:44]2[CH2:45][CH:46]([O:53][c:54]3[cH:55][cH:56][cH:57][cH:58][cH:59]3)[CH:47]([N:50]=[N+:51]=[N-:52])[CH2:48][CH2:49]2)[CH3:60])[O:9][C:10](=[O:41])[CH:11]2[CH2:12][CH2:13][CH2:14][CH2:15][N:16]2[C:17](=[O:40])[C:18](=[O:39])[C:19]2([OH:38])[CH:20]([CH3:37])[CH2:21][CH:22]([O:35][CH3:36])[CH:23]([CH:24]([O:32][CH3:33])[CH2:25][CH:26]([CH3:31])[CH2:27][C:28]([CH3:30])=[CH:29]1)[O:34]2.[CH2:83]1[O:84][CH2:85][CH2:86][CH2:87]1.[OH2:63].[c:64]1([P:65]([c:66]2[cH:67][cH:68][cH:69][cH:70][cH:71]2)[c:72]2[cH:73][cH:74][cH:75][cH:76][cH:77]2)[cH:78][cH:79][cH:80][cH:81][cH:82]1>>[CH2:1]([CH3:2])[CH:3]1[C:4](=[O:62])[CH2:5][CH2:6][CH:7]([CH3:61])[CH:8]([C:42](=[CH:43][CH:44]2[CH2:45][CH:46]([O:53][c:54]3[cH:55][cH:56][cH:57][cH:58][cH:59]3)[CH:47]([NH2:50])[CH2:48][CH2:49]2)[CH3:60])[O:9][C:10](=[O:41])[CH:11]2[CH2:12][CH2:13][CH2:14][CH2:15][N:16]2[C:17](=[O:40])[C:18](=[O:39])[C:19]2([OH:38])[CH:20]([CH3:37])[CH2:21][CH:22]([O:35][CH3:36])[CH:23]([CH:24]([O:32][CH3:33])[CH2:25][CH:26]([CH3:31])[CH2:27][C:28]([CH3:30])=[CH:29]1)[O:34]2. Starting materials: C(C1=CC=CC=C1)N1C2CCCC(CC1)(C2)C=2C=C(C=CC2)N (3-(2-Benzyl-2-aza-bicyclo[3.3.1]non-5-yl)-phenylamine), CS(=O)(=O)Cl (methanesulfonylchloride), O (water). Run in C1(=CC=CC=C1)C (toluene), N1=CC=CC=C1 (pyridine). Run at time 3 hour. The product is C(C1=CC=CC=C1)N1C2CCCC(CC1)(C2)C=2C=C(C=CC2)NS(=O)(=O)C (N-[3-(2-Benzyl-2-aza-bicyclo[3.3.1]non-5-yl)-phenyl]-methanesulfonamide). The yield is 101.0%. RXN SMILES: [CH2:1]([N:8]1[CH2:15][CH2:14][C:13]2([C:17]3[CH:18]=[C:19]([NH2:23])[CH:20]=[CH:21][CH:22]=3)[CH2:16][CH:9]1[CH2:10][CH2:11][CH2:12]2)[C:2]1[CH:7]=[CH:6][CH:5]=[CH:4][CH:3]=1.[CH3:24][S:25](Cl)(=[O:27])=[O:26].O>N1C=CC=CC=1.C1(C)C=CC=CC=1>[CH2:1]([N:8]1[CH2:15][CH2:14][C:13]2([C:17]3[CH:18]=[C:19]([NH:23][S:25]([CH3:24])(=[O:27])=[O:26])[CH:20]=[CH:21][CH:22]=3)[CH2:16][CH:9]1[CH2:10][CH2:11][CH2:12]2)[C:2]1[CH:3]=[CH:4][CH:5]=[CH:6][CH:7]=1. Procedure details: 3-(2-Benzyl-2-aza-bicyclo[3.3.1]non-5-yl)-phenylamine (3.37 g, 9.24 mmol) in pyridine (30 ml) at 0° C. was charged with methanesulfonylchloride 1.3 ml, 16.5 mmol) dropwise, causing a color change from yellow to bright orange. The reaction was warmed to room temperature and judged complete by TLC after 3 h. The mixture was diluted with toluene and stripped twice. Following a water quench (20 ml), the product was extracted with EtOAc (4×30 ml), washed with saturated aqueous NaHCO3 solution (6×30 m... Reactants: O=C1NC(=O)c2ccc(Br)cc2C1=CNCc1ccc(O)c(O)c1, CCCCCCBr, O=C([O-])[O-], CCCC[N+](CCCC)(CCCC)CCCC, CN(C)C=O, [I-], [K+], [K+]. Product: CCCCCCOc1ccc(CNC=C2C(=O)NC(=O)c3ccc(Br)cc32)cc1O. RXN SMILES: [Br:14][c:15]1[cH:16][c:17]2[c:22]([cH:23][cH:24]1)[C:21](=[O:25])[NH:20][C:19](=[O:26])[C:18]2=[CH:27][NH:28][CH2:29][c:30]1[cH:31][c:32]([OH:37])[c:33]([OH:36])[cH:34][cH:35]1.[Br:1][CH2:2][CH2:3][CH2:4][CH2:5][CH2:6][CH3:7].[C:8](=[O:9])([O-:10])[O-:11].[CH2:39]([N+:40]([CH2:41][CH2:42][CH2:43][CH3:44])([CH2:45][CH2:46][CH2:47][CH3:48])[CH2:49][CH2:50][CH2:51][CH3:52])[CH2:53][CH2:54][CH3:55].[CH3:56][N:57]([CH3:58])[CH:59]=[O:60].[I-:38].[K+:12].[K+:13]>>[CH2:2]([CH2:3][CH2:4][CH2:5][CH2:6][CH3:7])[O:36][c:33]1[c:32]([OH:37])[cH:31][c:30]([CH2:29][NH:28][CH:27]=[C:18]2[c:17]3[cH:16][c:15]([Br:14])[cH:24][cH:23][c:22]3[C:21](=[O:25])[NH:20][C:19]2=[O:26])[cH:35][cH:34]1. Reactants: CCOC(=O)CC(C)=O, CC#N, C[Si](C)(C)Cl, O=Cc1ccc2c(c1)OCO2, [I-], [Na+], O. Product: CCOC(=O)C(Cc1ccc2c(c1)OCO2)C(C)=O. RXN SMILES: [C:8]([CH2:9][C:10](=[O:11])[CH3:12])(=[O:13])[O:14][CH2:15][CH3:16].[CH3:28][C:29]#[N:30].[CH3:3][Si:4]([CH3:5])([CH3:6])[Cl:7].[CH:17](=[O:18])[c:19]1[cH:20][cH:21][c:22]2[c:26]([cH:27]1)[O:25][CH2:24][O:23]2.[I-:2].[Na+:1].[OH2:31]>>[C:8]([CH:9]([C:10](=[O:11])[CH3:12])[CH2:17][c:19]1[cH:20][cH:21][c:22]2[c:26]([cH:27]1)[O:25][CH2:24][O:23]2)(=[O:13])[O:14][CH2:15][CH3:16]. Starting materials: C(#N)[BH3-].[Na+] (sodium cyanoborohydride), C(C)(=O)O (acetic acid), N1C(=NC=C1)C=O (2-imidazole carboxaldehyde), N1C(=NC=C1)CNCC1=CC=C(COC2=CC=C(CN(CCC)CCC)C=C2)C=C1 ([4-(4-{[N-(1H-imidazol-2-ylmethyl)amino]methyl}benzyloxy)benzyl]dipropylamine). Solvent: CO (methanol). Run at time 6.5 hour. The product is N1C(=NC=C1)CN(CC=1NC=CN1)CC1=CC=C(COC2=CC=C(CN(CCC)CCC)C=C2)C=C1 ([4-(4-{[bis(1H-imidazol-2-ylmethyl)-amino]-methyl}-benzyloxy)-benzyl]-dipropylamine). RXN SMILES: [NH:1]1[CH:5]=[CH:4][N:3]=[C:2]1[CH2:6][NH:7][CH2:8][C:9]1[CH:30]=[CH:29][C:12]([CH2:13][O:14][C:15]2[CH:28]=[CH:27][C:18]([CH2:19][N:20]([CH2:24][CH2:25][CH3:26])[CH2:21][CH2:22][CH3:23])=[CH:17][CH:16]=2)=[CH:11][CH:10]=1.C([BH3-])#N.[Na+].C(O)(=O)C.[NH:39]1[CH:43]=[CH:42][N:41]=[C:40]1[CH:44]=O>CO>[NH:1]1[CH:5]=[CH:4][N:3]=[C:2]1[CH2:6][N:7]([CH2:8][C:9]1[CH:30]=[CH:29][C:12]([CH2:13][O:14][C:15]2[CH:16]=[CH:17][C:18]([CH2:19][N:20]([CH2:21][CH2:22][CH3:23])[CH2:24][CH2:25][CH3:26])=[CH:27][CH:28]=2)=[CH:11][CH:10]=1)[CH2:44][C:40]1[NH:39][CH:43]=[CH:42][N:41]=1 |f:1.2|. Reported procedure: The compound (20.4 mg) obtained in Example 35-5 was dissolved in anhydrous methanol (2.0 ml) and added with sodium cyanoborohydride (9.50 mg), acetic acid (2.0 ml), and 2-imidazole carboxaldehyde (9.60 mg), followed by stirring at room temperature under a nitrogen atmosphere for 6.5 hours and a half. After completion of the reaction, the solvent was distilled off. The residue was dissolved in chloroform and added with a saturated aqueous sodium bicarbonate solution, followed by stirring. The sol...